From a dataset of the Open Reaction Database (ORD), a public repository of structured organic reaction records. describe an organic reaction: reactants, conditions, products, and yield Reactants: C(#N)CCC1=CC=C(C(=O)OC)C=C1 (Methyl 4-(2-cyanoethyl)benzoate), CO (MeOH), COC(CN)OC (aminoacetaldehyde dimethylacetal), Cl (HCl). Solvent: CCOCC (Et2O). The product is Cl.N1C(=NC=C1)CCC1=CC=C(C(=O)OC)C=C1 (Methyl 4-[2-(imidazol-2-yl)ethyl]benzoate hydrochloride). Reaction SMILES: [C:1]([CH2:3][CH2:4][C:5]1[CH:14]=[CH:13][C:8]([C:9]([O:11][CH3:12])=[O:10])=[CH:7][CH:6]=1)#[N:2].CO.[ClH:17].CO[CH:20](OC)[CH2:21][NH2:22]>CCOCC>[ClH:17].[NH:2]1[CH:20]=[CH:21][N:22]=[C:1]1[CH2:3][CH2:4][C:5]1[CH:14]=[CH:13][C:8]([C:9]([O:11][CH3:12])=[O:10])=[CH:7][CH:6]=1 |f:5.6|. Procedure details: Nitrile 23-3 (400 mg, 2.11 mmol) was dissolved in 10 mL Et2O at 0° MeOH (289 μL, 4.2 mmol) was added, the mixture was saturated with anhydrous HCl. Once the white ppt. formed, the solvent was evaporated and replaced with MeOH (5 mL), cooled to 0°, and aminoacetaldehyde dimethylacetal (250 μL, 2.3 mmol) was added. The reaction was heated to reflux for 3 days then concentrated, diluted in 10 mL 6N HCl and concentrated again providing 23-4 as a solid.